describe an organic reaction: reactants, conditions, products, and yield From a dataset of the Open Reaction Database (ORD), a public repository of structured organic reaction records. The reactants are C1(CC1)C1=C(C=C(C(=C1)CO)OC(C)C)C1=C(C=C(C=C1)F)F ((2-cyclopropyl-2′,4′-difluoro-5-isopropoxybiphenyl-4-yl)methanol). Reagents/catalysts: [O-2].[O-2].[Mn+4] (Manganese dioxide). Run in C1(=CC=CC=C1)C (toluene). Reaction conditions: temperature 60 celsius, time 1 hour. Product: C1(CC1)C1=C(C=C(C(=C1)C=O)OC(C)C)C1=C(C=C(C=C1)F)F (2-Cyclopropyl-2′,4′-difluoro-5-isopropoxybiphenyl-4-carbaldehyde). Isolated yield 89.5%. Reaction SMILES: [CH:1]1([C:4]2[CH:9]=[C:8]([CH2:10][OH:11])[C:7]([O:12][CH:13]([CH3:15])[CH3:14])=[CH:6][C:5]=2[C:16]2[CH:21]=[CH:20][C:19]([F:22])=[CH:18][C:17]=2[F:23])[CH2:3][CH2:2]1>[O-2].[O-2].[Mn+4].C1(C)C=CC=CC=1>[CH:1]1([C:4]2[CH:9]=[C:8]([CH:10]=[O:11])[C:7]([O:12][CH:13]([CH3:15])[CH3:14])=[CH:6][C:5]=2[C:16]2[CH:21]=[CH:20][C:19]([F:22])=[CH:18][C:17]=2[F:23])[CH2:3][CH2:2]1 |f:1.2.3|. Procedure details: Manganese dioxide (10.8 g) was added to a toluene (30 mL) solution of (2-cyclopropyl-2′,4′-difluoro-5-isopropoxybiphenyl-4-yl)methanol (3.97 g), and the mixture was stirred at 60° C. for 1 hour in a nitrogen atmosphere. The reaction mixture was filtered, and then, the solvent was distilled off under reduced pressure. The obtained residue was purified by silica gel column chromatography (hexane/ethyl acetate) to obtain the title compound (3.53 g). The reactants are CCOC(=O)C(C)(O)C(=O)NCC(F)(F)C(F)(F)F, [Li+], C1CCOC1, [OH-], O. Product: CC(O)(C(=O)O)C(=O)NCC(F)(F)C(F)(F)F. As a reaction SMILES: [CH2:1]([CH3:2])[O:3][C:4]([C:5]([C:6](=[O:7])[NH:8][CH2:9][C:10]([C:11]([F:12])([F:13])[F:14])([F:15])[F:16])([CH3:17])[OH:18])=[O:19].[Li+:20].[O:22]1[CH2:23][CH2:24][CH2:25][CH2:26]1.[OH-:21].[OH2:27]>>[O:3]=[C:4]([C:5]([C:6](=[O:7])[NH:8][CH2:9][C:10]([C:11]([F:12])([F:13])[F:14])([F:15])[F:16])([CH3:17])[OH:18])[OH:19]. The reactants are C[C@]12CC[C@H]3[C@H]([C@@H]1CCC2=O)CC=C4[C@@]3(CC[C@@H](C4)O)C (DHEA), C(C)(C)(C)OO (tert-butyl hydroperoxide), Cl[O-].[Na+] (sodium hypochlorite), ( 2 ), 5L. Run in C(C)(=O)OCC (ethyl acetate). Reaction conditions: temperature 2.5 celsius. The product is C(C)(=O)O[C@@H]1CC2=CC([C@H]3[C@@H]4CCC([C@@]4(C)CC[C@@H]3[C@]2(CC1)C)=O)=O (3β-acetoxyandrost-5-en-7,17-dione). Reaction SMILES: [CH3:1][C@@:2]12[C:10](=[O:11])[CH2:9][CH2:8][C@H:7]1[C@@H:6]1[CH2:12][CH:13]=[C:14]3[CH2:19][C@@H:18]([OH:20])[CH2:17][CH2:16][C@:15]3([CH3:21])[C@H:5]1[CH2:4][CH2:3]2.[C:22]([O:26]O)(C)(C)[CH3:23].Cl[O-:29].[Na+]>C(OCC)(=O)C>[C:22]([O:20][C@H:18]1[CH2:17][CH2:16][C@@:15]2([CH3:21])[C:14](=[CH:13][C:12](=[O:29])[C@@H:6]3[C@@H:5]2[CH2:4][CH2:3][C@@:2]2([CH3:1])[C@H:7]3[CH2:8][CH2:9][C:10]2=[O:11])[CH2:19]1)(=[O:26])[CH3:23] |f:2.3|. Procedure details: The above solution of DHEA-Ac (2) in ethyl acetate (˜1000 ml) was taken in a 5L three necked flask fitted with a thermometer and a pressure equalizing dropping funnel. An aqueous solution of tert-butyl hydroperoxide (70% aqueous solution from Aldrich, 270 ml, 6.0 equivalents) was added and the mixture was cooled to 0-5° C. Aqueous sodium hypochlorite solution (950 ml, 5.25% solution, purchased as house hold bleach) was added dropwise under good stirring to the cooled solution during a period of ...